Dataset: the Open Reaction Database (ORD), a public repository of structured organic reaction records. Task: describe an organic reaction: reactants, conditions, products, and yield Starting materials: CCN1CCNCC1, O=C(O)c1cccc(-c2nc(N3CCOCC3)nc3c2CCN3c2ccncc2)c1. The product is CCN1CCN(C(=O)c2cccc(-c3nc(N4CCOCC4)nc4c3CCN4c3ccncc3)c2)CC1. As a reaction SMILES: [CH2:31]([CH3:32])[N:33]1[CH2:34][CH2:35][NH:36][CH2:37][CH2:38]1.[O:1]1[CH2:2][CH2:3][N:4]([c:7]2[n:8][c:9](-[c:22]3[cH:23][c:24]([C:25](=[O:26])[OH:27])[cH:28][cH:29][cH:30]3)[c:10]3[c:11]([n:12]2)[N:13]([c:16]2[cH:17][cH:18][n:19][cH:20][cH:21]2)[CH2:14][CH2:15]3)[CH2:5][CH2:6]1>>[O:1]1[CH2:2][CH2:3][N:4]([c:7]2[n:8][c:9](-[c:22]3[cH:23][c:24]([C:25](=[O:27])[N:36]4[CH2:35][CH2:34][N:33]([CH2:31][CH3:32])[CH2:38][CH2:37]4)[cH:28][cH:29][cH:30]3)[c:10]3[c:11]([n:12]2)[N:13]([c:16]2[cH:17][cH:18][n:19][cH:20][cH:21]2)[CH2:14][CH2:15]3)[CH2:5][CH2:6]1. Starting materials: C(#N)C1=C(C=CC=C1)C=1C(N(C=C(C1)C1=C(C=CC=C1)[N+](=O)[O-])C1=CC=CC=C1)=O (3-(2-Cyanophenyl)-5-(2-nitrophenyl)-1-phenyl-1,2-dihydropyridin-2-one), [H][H] (hydrogen). Reagents/catalysts: [C].[Pd] (palladium-carbon). Solvent: C(C)(=O)OCC (ethyl acetate). The product is NC1=C(C=CC=C1)C=1C=C(C(N(C1)C1=CC=CC=C1)=O)C1=C(C=CC=C1)C#N (5-(2-Aminophenyl)-3-(2-cyanophenyl)-1-phenyl-1,2-dihydropyridin-2-one). The yield is 67.7%. As a reaction SMILES: [C:1]([C:3]1[CH:8]=[CH:7][CH:6]=[CH:5][C:4]=1[C:9]1[C:10](=[O:30])[N:11]([C:24]2[CH:29]=[CH:28][CH:27]=[CH:26][CH:25]=2)[CH:12]=[C:13]([C:15]2[CH:20]=[CH:19][CH:18]=[CH:17][C:16]=2[N+:21]([O-])=O)[CH:14]=1)#[N:2].[H][H]>C(OCC)(=O)C.[C].[Pd]>[NH2:21][C:16]1[CH:17]=[CH:18][CH:19]=[CH:20][C:15]=1[C:13]1[CH:14]=[C:9]([C:4]2[CH:5]=[CH:6][CH:7]=[CH:8][C:3]=2[C:1]#[N:2])[C:10](=[O:30])[N:11]([C:24]2[CH:29]=[CH:28][CH:27]=[CH:26][CH:25]=2)[CH:12]=1 |f:3.4|. Procedure details: 3-(2-Cyanophenyl)-5-(2-nitrophenyl)-1-phenyl-1,2-dihydropyridin-2-one (32 mg) was dissolved in 15 ml of ethyl acetate, 5 mg of 10% palladium-carbon (water-containing substance) were added and the mixture was stirred at room temperature in a hydrogen atmosphere for 15 minutes. The catalyst was filtered off and the solvent was evaporated in vacuo to give 20 mg of the title compound.